This data is from the Open Reaction Database (ORD), a public repository of structured organic reaction records. The task is: describe an organic reaction: reactants, conditions, products, and yield Reactants: C(C)OC(=O)C1=C(SC(=C1)Cl)Cl (2,5-Dichloro-3-thiophenecarboxylic acid ethyl ester). Run in C(C)O (ethanol), O1CCCC1 (tetrahydrofuran), [OH-].[Na+] (sodium hydroxide). Run at time 2 hour. Yields the product ClC=1SC(=CC1C(=O)O)Cl (2,5-dichloro-3-thiophenecarboxylic acid). The yield is 96.0%. Reaction SMILES: C([O:3][C:4]([C:6]1[CH:10]=[C:9]([Cl:11])[S:8][C:7]=1[Cl:12])=[O:5])C>C(O)C.O1CCCC1.[OH-].[Na+]>[Cl:12][C:7]1[S:8][C:9]([Cl:11])=[CH:10][C:6]=1[C:4]([OH:5])=[O:3] |f:3.4|. Reported procedure: 3-Thiophenecarboxylic acid ethyl ester (1.56 g) was dissolved in acetonitrile (30 ml), and sulfuryl chloride (5.36 g) was added. The mixture was stirred at room temperature for 4 hours, and 10% aqueous sodium thiosulfate (100 ml) was added. The mixture was stirred for 15 minutes and extracted with diethyl ether. The extract was washed with saturated aqueous sodium chloride, dried over anhydrous magnesium sulfate and concentrated under reduced pressure to give 2,5-dichloro-3-thiophenecarboxylic a... Procedure: In the same manner as in Example 81, 143 mg of the title compound was prepared from 265 mg of sodium (1R,5S,6S)-6-((1R)-1-hydroxyethyl)-2-[[(Z)-2-(4-hydroxymethylthiazol-5-yl)ethen-1-yl]thio]-1-methyl-1-carbapen-2-em-3-carboxylate and 0.063 ml of ethyl iodide. The product is O[C@H](C)[C@@H]1[C@@H]2N(C(=C([C@@H]2C)S\C=C/C2=C(N=CS2)CO)C(=O)OCC)C1=O (Ethyl (1R,5S,6S)-6-((1R)-1-hydroxyethyl)-2-[[(Z)-2-(4-hydroxymethylthiazol-5-yl)ethen-1-yl]thio]-1-methyl-1-carbapen-2-em-3-carboxylate). Starting materials: O[C@H](C)[C@@H]1[C@@H]2N(C(=C([C@@H]2C)S\C=C/C2=C(N=CS2)CO)C(=O)[O-])C1=O.[Na+] (sodium (1R,5S,6S)-6-((1R)-1-hydroxyethyl)-2-[[(Z)-2-(4-hydroxymethylthiazol-5-yl)ethen-1-yl]thio]-1-methyl-1-carbapen-2-em-3-carboxylate), C(C)I (ethyl iodide). Reaction SMILES: [OH:1][C@@H:2]([C@H:4]1[C:24](=[O:25])[N:6]2[C:7]([C:21]([O-:23])=[O:22])=[C:8]([S:11]/[CH:12]=[CH:13]\[C:14]3[S:18][CH:17]=[N:16][C:15]=3[CH2:19][OH:20])[C@H:9]([CH3:10])[C@H:5]12)[CH3:3].[Na+].[CH2:27](I)[CH3:28]>>[OH:1][C@@H:2]([C@H:4]1[C:24](=[O:25])[N:6]2[C:7]([C:21]([O:23][CH2:27][CH3:28])=[O:22])=[C:8]([S:11]/[CH:12]=[CH:13]\[C:14]3[S:18][CH:17]=[N:16][C:15]=3[CH2:19][OH:20])[C@H:9]([CH3:10])[C@H:5]12)[CH3:3] |f:0.1|.